Dataset: the Open Reaction Database (ORD), a public repository of structured organic reaction records. Task: describe an organic reaction: reactants, conditions, products, and yield Starting materials: O=C1CC(OC2=C1C=CC(=C2CCC)OCCOC2=CC=CC=1CCCCC21)(CCC(=O)OCC)CCC(=O)OCC (diethyl 3,4-dihydro-4-oxo-8-propyl-7-[2-[(5,6,7,8-tetrahydro-1-naphthalenyl)oxy]ethoxy]-2H-1-benzopyran-2,2-dipropanoate), [OH-].[Na+] (sodium hydroxide). Run in CO (methanol). The product is O=C1CC(OC2=C1C=CC(=C2CCC)OCCOC2=CC=CC=1CCCCC21)(CCC(=O)O)CCC(=O)O (3,4-dihydro-4-oxo-8-propyl-7[2-[(5,6,7,8-tetrahydro-1-naphthalenyl)oxy]ethoxy]-2H-1-benzopyran-2,2-dipropanoic acid). Yield: 16.5%. Reaction SMILES: [O:1]=[C:2]1[C:7]2[CH:8]=[CH:9][C:10]([O:15][CH2:16][CH2:17][O:18][C:19]3[C:28]4[CH2:27][CH2:26][CH2:25][CH2:24][C:23]=4[CH:22]=[CH:21][CH:20]=3)=[C:11]([CH2:12][CH2:13][CH3:14])[C:6]=2[O:5][C:4]([CH2:36][CH2:37][C:38]([O:40]CC)=[O:39])([CH2:29][CH2:30][C:31]([O:33]CC)=[O:32])[CH2:3]1.[OH-].[Na+]>CO>[O:1]=[C:2]1[C:7]2[CH:8]=[CH:9][C:10]([O:15][CH2:16][CH2:17][O:18][C:19]3[C:28]4[CH2:27][CH2:26][CH2:25][CH2:24][C:23]=4[CH:22]=[CH:21][CH:20]=3)=[C:11]([CH2:12][CH2:13][CH3:14])[C:6]=2[O:5][C:4]([CH2:29][CH2:30][C:31]([OH:33])=[O:32])([CH2:36][CH2:37][C:38]([OH:40])=[O:39])[CH2:3]1 |f:1.2|. Procedure: A mixture of 150 mg (0.277 mmol) of the titled product of Example 60, 3 ml of methanol, and 3 ml of 1N sodium hydroxide was stirred at reflux for one hour. The reaction mixture was permitted to cool and then partitioned between ethyl acetate and 3N hydrochloric acid. The aqueous layer was further extracted with two portions of ethyl acetate. The combined organic extracts were washed with brine, dried (MgSO4), filtered, and the solvent removed under reduced pressure. Crystallization of the residu... Starting materials: CO, COC(=O)c1cc(Cl)c2[nH]c(C)nc2c1, [Na+], [OH-]. Yields the product Cc1nc2cc(C(=O)O)cc(Cl)c2[nH]1. RXN SMILES: [CH3:18][OH:19].[Cl:3][c:4]1[cH:5][c:6]([C:14](=[O:15])[O:16][CH3:17])[cH:7][c:8]2[c:9]1[nH:10][c:11]([CH3:13])[n:12]2.[Na+:2].[OH-:1]>>[Cl:3][c:4]1[cH:5][c:6]([C:14](=[O:15])[OH:16])[cH:7][c:8]2[c:9]1[nH:10][c:11]([CH3:13])[n:12]2. Starting materials: NC1=C2CC(CNC2=CC=C1)O (5-Amino-1,2,3,4-tetrahydroquinolin-3-ol), FC(C1=CC=C(CN=C=O)C=C1)(F)F (4-Trifluoromethylbenzylisocyanate). Solvent: ClCCl (dichloromethane), ClCCl (dichloromethane). Conditions: temperature -20 celsius. Yields the product OC1CNC2=CC=CC(=C2C1)NC(=O)NCC1=CC=C(C=C1)C(F)(F)F (N-(3-Hydroxy-1,2,3,4-tetrahydroquinolin-5-yl)-N′-[4-(trifluoromethyl)benzyl]urea). As a reaction SMILES: [NH2:1][C:2]1[CH:11]=[CH:10][CH:9]=[C:8]2[C:3]=1[CH2:4][CH:5]([OH:12])[CH2:6][NH:7]2.[F:13][C:14]([F:26])([F:25])[C:15]1[CH:24]=[CH:23][C:18]([CH2:19][N:20]=[C:21]=[O:22])=[CH:17][CH:16]=1>ClCCl>[OH:12][CH:5]1[CH2:4][C:3]2[C:8](=[CH:9][CH:10]=[CH:11][C:2]=2[NH:1][C:21]([NH:20][CH2:19][C:18]2[CH:17]=[CH:16][C:15]([C:14]([F:13])([F:26])[F:25])=[CH:24][CH:23]=2)=[O:22])[NH:7][CH2:6]1. Reported procedure: 5-Amino-1,2,3,4-tetrahydroquinolin-3-ol (36.4 mg, 0.22 mmol) is dissolved in dichloromethane and cooled to −20° C. 4-Trifluoromethylbenzylisocyanate (44.6 mg, 0.22 mmol) is added and the reaction mixture is warmed to room temperature over 4 h. The organic layer is diluted with dichloromethane, washed with aq. NH4Cl and water. The organic phase is dried over magnesium sulfate, filtered and evaporated to dryness. The crude product consists of a mixture of regioisomers and is separated using prepar... The reactants are C(C)OC(C(=CN(C)C)N1C=NC=C1)=O (3-(Dimethylamino)-2-(1H-imidazol-1-yl)acrylic acid ethyl ester), N(N)C1=NC=CC(=C1)C (2-Hydrazino-4-methylpyridine), C12(C(=O)CC(CC1)C2(C)C)CS(=O)(=O)O (camphor-10-sulfonic acid). The solvent is C(C)O (ethanol). Yields the product N1(C=NC=C1)C=1C(N(NC1)C1=NC=CC(=C1)C)=O (4-(1H-Imidazol-1-yl)-2-(4-methylpyridin-2-yl)-1,2-dihydro-3H-pyrazol-3-one). As a reaction SMILES: C(O[C:4](=[O:15])[C:5]([N:10]1[CH:14]=[CH:13][N:12]=[CH:11]1)=[CH:6][N:7](C)C)C.[NH:16]([C:18]1[CH:23]=[C:22]([CH3:24])[CH:21]=[CH:20][N:19]=1)N.C12(CS(O)(=O)=O)C(C)(C)C(CC1)CC2=O>C(O)C>[N:10]1([C:5]2[C:4](=[O:15])[N:16]([C:18]3[CH:23]=[C:22]([CH3:24])[CH:21]=[CH:20][N:19]=3)[NH:7][CH:6]=2)[CH:14]=[CH:13][N:12]=[CH:11]1. Procedure: 200 mg (1.0 mmol) of the compound from Example 42A and 118 mg (1.0 mmol) of the compound from Example 1A are dissolved in 2 ml ethanol and 44 mg (0.2 mmol) camphor-10-sulfonic acid are added. The mixture is heated under reflux for 16 h and then concentrated and the residue is purified by means of preparative HPLC (RP18 column; mobile phase: acetonitrile/water gradient with addition of 0.1% formic acid in the water). Starting materials: Compound 1, Cl.C1(CCCCC1)NO (N-cyclohexylhydroxylamine hydrochloride), CSC1=CC=C(C=C1)N=C=O (4-(methylthio)phenyl isocyanate). Product: C1(CCCCC1)N(C(=O)NC1=CC=C(C=C1)SC)O (1-Cyclohexyl-1-hydroxy-3-[4-(methylthio)phenyl]urea). The yield is 21.4%. RXN SMILES: Cl.[CH:2]1([NH:8][OH:9])[CH2:7][CH2:6][CH2:5][CH2:4][CH2:3]1.[CH3:10][S:11][C:12]1[CH:17]=[CH:16][C:15]([N:18]=[C:19]=[O:20])=[CH:14][CH:13]=1>>[CH:2]1([N:8]([OH:9])[C:19]([NH:18][C:15]2[CH:16]=[CH:17][C:12]([S:11][CH3:10])=[CH:13][CH:14]=2)=[O:20])[CH2:7][CH2:6][CH2:5][CH2:4][CH2:3]1 |f:0.1|. Reported procedure: Using the general method of Compound 1, N-cyclohexylhydroxylamine hydrochloride (1.5 g, 10 mmol) was reacted with 4-(methylthio)phenyl isocyanate (1.6 g, 10 mmol) to provide 0.60 g of the desired product as a white solid m.p. 151°-153° C. Analysis: Calculated for C14H20N2O2S: %C, 59.97; %H, 7.19; %N, 9.99; Found: %C, 60.06; %H, 7.14; %N, 9.95.